describe an organic reaction: reactants, conditions, products, and yield From a dataset of the Open Reaction Database (ORD), a public repository of structured organic reaction records. Starting materials: OC1=NC=CC=C1CC1=CC=C(C=C(C(=O)OCC)C)C=C1 (ethyl 4-[hydroxy-(3-pyridyl)]methyl-α-methylcinnamate), CC1=C(O)C=C(C(=C1C)O)C (2,3,5-trimethylhydroquinone), S(O)(O)(=O)=O (sulfuric acid), C(O)([O-])=O.[Na+] (sodium hydrogen carbonate). Solvent: ClC(C)Cl (dichloroethane). Yields the product CC1=C(C(C(=C(C1=O)C)C)=O)C(C1=CC=C(C=C(C(=O)OCC)C)C=C1)C=1C=NC=CC1 (ethyl 4-[3,5,6-trimethyl-1,4-benzoquinon-2-yl(3-pyridyl)methyl]-α-methylcinnamate). The yield is 83.2%. Reaction SMILES: O[C:2]1[C:7]([CH2:8][C:9]2[CH:22]=[CH:21][C:12]([CH:13]=[C:14]([CH3:20])[C:15]([O:17][CH2:18][CH3:19])=[O:16])=[CH:11][CH:10]=2)=[CH:6][CH:5]=[CH:4][N:3]=1.[CH3:23][C:24]1[C:30]([CH3:31])=[C:29]([OH:32])[C:28]([CH3:33])=[CH:27][C:25]=1[OH:26].S(=O)(=O)(O)O.C(=O)([O-])O.[Na+]>ClC(Cl)C>[CH3:33][C:28]1[C:29](=[O:32])[C:30]([CH3:31])=[C:24]([CH3:23])[C:25](=[O:26])[C:27]=1[CH:8]([C:7]1[CH:2]=[N:3][CH:4]=[CH:5][CH:6]=1)[C:9]1[CH:22]=[CH:21][C:12]([CH:13]=[C:14]([CH3:20])[C:15]([O:17][CH2:18][CH3:19])=[O:16])=[CH:11][CH:10]=1 |f:3.4|. Reported procedure: To a solution of 1.0 g (3.36 mmol) of ethyl 4-[hydroxy-(3-pyridyl)]methyl-α-methylcinnamate in 10 ml of dichloroethane, 514 mg (3.38 mmol) of 2,3,5-trimethylhydroquinone and 0.28 ml (5.26 mmol) of concentrated sulfuric acid were added and refluxed by heating for 2 hours. The reaction mixture was made weakly alkaline with a saturated solution of sodium hydrogen carbonate, and the organic phase was separated while the aqueous phase was extracted with chloroform and the extract was combined with th...